Dataset: the Open Reaction Database (ORD), a public repository of structured organic reaction records. Task: describe an organic reaction: reactants, conditions, products, and yield The product is BrC1=NC(=CC=C1)C1=CN=C(S1)C=1C=NC=CC1 (2-Bromo-6-(2-pyridin-3-yl-thiazol-5-yl)-pyridine). The solvent is O (water). Reaction SMILES: Br[C:2]1[CH:7]=[CH:6][CH:5]=[C:4]([Br:8])[N:3]=1.C([Sn](CCCC)(CCCC)[C:14]1[S:18][C:17]([C:19]2[CH:20]=[N:21][CH:22]=[CH:23][CH:24]=2)=[N:16][CH:15]=1)CCC.C(Cl)Cl.C1(C)C=CC=CC=1>C1C=CC([P]([Pd]([P](C2C=CC=CC=2)(C2C=CC=CC=2)C2C=CC=CC=2)([P](C2C=CC=CC=2)(C2C=CC=CC=2)C2C=CC=CC=2)[P](C2C=CC=CC=2)(C2C=CC=CC=2)C2C=CC=CC=2)(C2C=CC=CC=2)C2C=CC=CC=2)=CC=1.O>[Br:8][C:4]1[CH:5]=[CH:6][CH:7]=[C:2]([C:14]2[S:18][C:17]([C:19]3[CH:20]=[N:21][CH:22]=[CH:23][CH:24]=3)=[N:16][CH:15]=2)[N:3]=1 |^1:46,48,67,86|. Reaction conditions: temperature 110 celsius, time 36 hour. Procedure: A sealed tube was charged with 2,6-dibromopyridine (269 mg, 1.13 mmol), 3-(5-tributylstannanyl-thiazol-2-yl)-pyridine (511 mg, 1.13 mmol), Pd(PPh3)4 (131 mg, 0.11 mmol), [1,1-Bis(diphenylphosphino)ferrocene]palladium(II) chloride. CH2Cl2 (20 mg, 0.024 mmol) and anhydrous and degassed toluene (5 ml) and heated to 110° C. with stirring for 36 h. The cooled reaction mixture was treated with water and extracted with ethyl acetate. The combined organic layers were washed with brine, dried over MgSO4,... The yield is 34.8%. Reactants: C(Cl)Cl (CH2Cl2), C1(=CC=CC=C1)C (toluene), BrC1=NC(=CC=C1)Br (2,6-dibromopyridine), C(CCC)[Sn](C1=CN=C(S1)C=1C=NC=CC1)(CCCC)CCCC (3-(5-tributylstannanyl-thiazol-2-yl)-pyridine), [1,1-Bis(diphenylphosphino)ferrocene]palladium(II) chloride. The reagents and catalysts are C=1C=CC(=CC1)[P](C=2C=CC=CC2)(C=3C=CC=CC3)[Pd]([P](C=4C=CC=CC4)(C=5C=CC=CC5)C=6C=CC=CC6)([P](C=7C=CC=CC7)(C=8C=CC=CC8)C=9C=CC=CC9)[P](C=1C=CC=CC1)(C=1C=CC=CC1)C=1C=CC=CC1 (Pd(PPh3)4). The reactants are O=C(Nc1ccc([N+](=O)[O-])cc1O)OCc1ccccc1, CCO, [H][H]. Product: Nc1ccc(NC(=O)OCc2ccccc2)c(O)c1. As a reaction SMILES: [CH2:1]([c:2]1[cH:3][cH:4][cH:5][cH:6][cH:7]1)[O:8][C:9](=[O:10])[NH:11][c:12]1[c:13]([OH:21])[cH:14][c:15]([N+:18]([O-:19])=[O:20])[cH:16][cH:17]1.[CH3:24][CH2:25][OH:26].[H:22][H:23]>>[CH2:1]([c:2]1[cH:3][cH:4][cH:5][cH:6][cH:7]1)[O:8][C:9](=[O:10])[NH:11][c:12]1[c:13]([OH:21])[cH:14][c:15]([NH2:18])[cH:16][cH:17]1. Reaction SMILES: [NH2:1][C:2]1[C:10]2[C:5](=[CH:6][C:7]([Cl:11])=[CH:8][CH:9]=2)[NH:4][C:3]=1[C:12](=[O:19])[C:13]1[CH:18]=[CH:17][CH:16]=[CH:15][CH:14]=1.[CH2:20]([O:27][CH:28]([CH3:33])[CH2:29][C:30](Cl)=[O:31])[C:21]1[CH:26]=[CH:25][CH:24]=[CH:23][CH:22]=1>>[C:12]([C:3]1[NH:4][C:5]2[C:10]([C:2]=1[NH:1][C:30](=[O:31])[CH2:29][CH:28]([O:27][CH2:20][C:21]1[CH:26]=[CH:25][CH:24]=[CH:23][CH:22]=1)[CH3:33])=[CH:9][CH:8]=[C:7]([Cl:11])[CH:6]=2)(=[O:19])[C:13]1[CH:18]=[CH:17][CH:16]=[CH:15][CH:14]=1. The reactants are NC1=C(NC2=CC(=CC=C12)Cl)C(C1=CC=CC=C1)=O (3-amino-2-benzoyl-6-chloroindole), C(C1=CC=CC=C1)OC(CC(=O)Cl)C (3-benzyloxybutyryl chloride). Yields the product C(C1=CC=CC=C1)(=O)C=1NC2=CC(=CC=C2C1NC(CC(C)OCC1=CC=CC=C1)=O)Cl (2-Benzoyl-3-(3-benzyloxybutyrylamino)-6-chloroindole). Reported procedure: The titled compound was prepared according to the procedure described in Example 19 employing 3-amino-2-benzoyl-6-chloroindole (Example 1) and 3-benzyloxybutyryl chloride (Eberlein, T. H. et al., J. Org. Chem. 1992, 57, 3479). Starting materials: BrC1=C(C=C(OC2=NC(=C(C#N)C=C2)Cl)C=C1)C1OCCO1 (6-(4-bromo-3-[1,3]dioxolan-2-yl-phenoxy)-2-chloro-nicotinonitrile), BrC1=C(C=C(OC2=NC(=C(C#N)C=C2)Cl)C=C1)C1OCCO1.BrC1=C(C=C(OC2=C(C#N)C=CC(=N2)Cl)C=C1)C1OCCO1 (6-(4-Bromo-3-[1,3]dioxolan-2-yl-phenoxy)-2-chloro-nicotinonitrile 2-(4-bromo-3-[1,3]dioxolan-2-yl-phenoxy)-6-chloro-nicotinonitrile), COCCN (2-methoxy-ethylamine). Run in C(C)#N (acetonitrile). Run at temperature 80 celsius. Product: BrC1=C(C=C(OC2=C(C#N)C=CC(=N2)NCCOC)C=C1)C1OCCO1 (2-(4-Bromo-3-[1,3]dioxolan-2-yl-phenoxy)-6-(2-methoxy-ethylamino)-nicotinonitrile). Isolated yield 36.1%. As a reaction SMILES: BrC1C=CC(OC2C=CC(C#N)=C(Cl)N=2)=CC=1C1OCCO1.BrC1C=CC(OC2C=CC(C#N)=C(Cl)N=2)=CC=1C1OCCO1.[Br:45][C:46]1[CH:61]=[CH:60][C:49]([O:50][C:51]2[N:58]=[C:57](Cl)[CH:56]=[CH:55][C:52]=2[C:53]#[N:54])=[CH:48][C:47]=1[CH:62]1[O:66][CH2:65][CH2:64][O:63]1.[CH3:67][O:68][CH2:69][CH2:70][NH2:71]>C(#N)C>[Br:45][C:46]1[CH:61]=[CH:60][C:49]([O:50][C:51]2[N:58]=[C:57]([NH:71][CH2:70][CH2:69][O:68][CH3:67])[CH:56]=[CH:55][C:52]=2[C:53]#[N:54])=[CH:48][C:47]=1[CH:62]1[O:66][CH2:65][CH2:64][O:63]1 |f:1.2|. Procedure: To a solution of compound mixture, 6-(4-bromo-3-[1,3]dioxolan-2-yl-phenoxy)-2-chloro-nicotinonitrile and 2-(4-bromo-3-[1,3]dioxolan-2-yl-phenoxy)-6-chloro-nicotinonitrile (4+5, 2.5 g, 6.6 mmol) in acetonitrile (anhydrous, 50 mL) was added 2-methoxy-ethylamine (5.7 mL, 66 mmol). The reaction was heated at 80° C. for 2 hours. After the reaction, all volatile components were evaporated under vacuum. Purification was achieved by silica gel chromatography, eluting with 10%-80% EtOAc/hexanes gradient,... Run at temperature -78 celsius, time 30 minute. The reactants are [Li]CCCC (n-BuLi), CCCCCC (hexane), Cl[Si](CC)(CC)CC (chlorotriethylsilane), [Li]CCCC (n-BuLi), CCCCCC (hexane), CN1C=NC=C1 (1-methyl-1H-imidazole), CON(C(C1=CN=CC=C1)=O)C (N-methoxy-N-methylnicotinamide), Intermediate 10. Run in C1CCOC1 (THF), C1CCOC1 (THF). Reported procedure: To a heat-gun dried flask containing 1-methyl-1H-imidazole (1.55 mL, 19.5 mmol) and THF (20 mL) at −78° C. was added 1.6 M n-BuLi in hexane (12.8 mL, 20.5 mmol). After stirring at −78° C. for 30 min, chlorotriethylsilane (3.3 mL, 19.7 mmol) in neat was introduced slowly. The mixture was stirred at −78° C. for 30 min. 1.6 M n-BuLi in hexane (12.8 mL, 20.5 mmol) was added, and the mixture was stirred for 45 min. A solution of N-methoxy-N-methylnicotinamide (2.70 g, 16.2 mmol, Intermediate 10, step... Yields the product CN1C=NC=C1C(=O)C=1C=NC=CC1 ((1-Methyl-1H-imidazol-5-yl)(pyridin-3-yl)methanone). RXN SMILES: [CH3:1][N:2]1[CH:6]=[CH:5][N:4]=[CH:3]1.[Li]CCCC.CCCCCC.Cl[Si](CC)(CC)CC.CON(C)[C:29](=[O:36])[C:30]1[CH:35]=[CH:34][CH:33]=[N:32][CH:31]=1>C1COCC1>[CH3:1][N:2]1[C:6]([C:29]([C:30]2[CH:31]=[N:32][CH:33]=[CH:34][CH:35]=2)=[O:36])=[CH:5][N:4]=[CH:3]1. Starting materials: FC1=C(C=C(C=C1OC)C1=NC=C(C=C1)N(CCN(C)C=1C=CC(=NC1)C1=CC(=C(C(=C1)OC)F)OC)C)OC (N,N′-bis[2-(4-fluoro-3,5-dimethoxy-phenyl)-5-pyridyl]-N,N′-dimethylethylenediamine), CS(=O)(=O)O (methanesulfonic acid). Solvent: C(Cl)(Cl)Cl (chloroform). Yields the product CS(=O)(=O)O.CS(=O)(=O)O.FC1=C(C=C(C=C1OC)C1=NC=C(C=C1)N(CCN(C)C=1C=CC(=NC1)C1=CC(=C(C(=C1)OC)F)OC)C)OC (N,N′-Bis[2-(4-fluoro-3,5-dimethoxyphenyl)-5-pyridyl]-N,N′-dimethyletylenediamine dimethanesulfonate). Yield: 40.4%. Reaction SMILES: [F:1][C:2]1[C:7]([O:8][CH3:9])=[CH:6][C:5]([C:10]2[CH:15]=[CH:14][C:13]([N:16]([CH3:38])[CH2:17][CH2:18][N:19]([C:21]3[CH:22]=[CH:23][C:24]([C:27]4[CH:32]=[C:31]([O:33][CH3:34])[C:30]([F:35])=[C:29]([O:36][CH3:37])[CH:28]=4)=[N:25][CH:26]=3)[CH3:20])=[CH:12][N:11]=2)=[CH:4][C:3]=1[O:39][CH3:40].[CH3:41][S:42]([OH:45])(=[O:44])=[O:43]>C(Cl)(Cl)Cl>[CH3:41][S:42]([OH:45])(=[O:44])=[O:43].[CH3:41][S:42]([OH:45])(=[O:44])=[O:43].[F:35][C:30]1[C:29]([O:36][CH3:37])=[CH:28][C:27]([C:24]2[CH:23]=[CH:22][C:21]([N:19]([CH3:20])[CH2:18][CH2:17][N:16]([C:13]3[CH:14]=[CH:15][C:10]([C:5]4[CH:4]=[C:3]([O:39][CH3:40])[C:2]([F:1])=[C:7]([O:8][CH3:9])[CH:6]=4)=[N:11][CH:12]=3)[CH3:38])=[CH:26][N:25]=2)=[CH:32][C:31]=1[O:33][CH3:34] |f:3.4.5|. Reported procedure: To a solution of N,N′-bis[2-(4-fluoro-3,5-dimethoxy-phenyl)-5-pyridyl]-N,N′-dimethylethylenediamine (150.0 mg, 0.270 mmol) in chloroform (30 mL) was added a 1.0 M aqueous methanesulfonic acid solution (0.60 mL, 0.60 mmol), and the reaction mixture was concentrated under reduced pressure. Ethanol (5.0 mL) was added to the residue, and the mixture was concentrated under reduced pressure. Diethyl ether was added to the residue and the resulting precipitate was collected by filtration to yield the t... Procedure details: Formic acid (1.0 ml.) was added dropwise to acetic anhydride (1.2 ml.) at ambient temperature with stirring. The stirring was continued at the same temperature for 30 minutes and then 3-(N-hydroxyamino)propylphosphonic acid (1.51 g.) was added to the mixture. The reaction mixture was stirred at ambient temperature for 1.5 hours and concentrated under reduced pressure to given an oily residue, which was dissolved in ethanol (20 ml.). To the aqueous solution was added ethanolamine (0.61 g.) to pre... RXN SMILES: [C:1]([O:4][C:5](=[O:7])C)(=O)[CH3:2].[OH:8][NH:9][CH2:10][CH2:11][CH2:12][P:13](=[O:16])([OH:15])[OH:14]>C(O)=O>[CH2:1]([CH2:2][NH2:9])[OH:4].[CH:5]([N:9]([CH2:10][CH2:11][CH2:12][P:13](=[O:14])([OH:16])[OH:15])[OH:8])=[O:7]. The solvent is C(=O)O (Formic acid). Conditions: time 30 minute. Reactants: C(C)(=O)OC(C)=O (acetic anhydride), ONCCCP(O)(O)=O (3-(N-hydroxyamino)propylphosphonic acid). Product: C(O)CN (monoethanolamine), C(=O)N(O)CCCP(O)(O)=O (3-(N-formyl-N-hydroxyamino)propylphosphonic acid). Reactants: C(#N)[BH3-].[Na+] (sodiumcyanoborohydride), C(C1=CC=CC=C1)OC(=O)N1CCC(CC1)CCCCC(C(=O)OCC)=O (ethyl 6-(1-benzyloxycarbonyl-4-piperidyl)-2-oxohexanoate), C(C1=CC=CC=C1)OC([C@H]1N(CCC1)C([C@@H](N)CCCCNC(=O)OCC1=CC=CC=C1)=O)=O (Nε -benzyloxycarbonyl-L-lysyl-L-proline benzylester), FC(C(=O)O)(F)F (trifluoroacetic acid). Run in C(C)O (ethanol), C(C)O (ethanol), C(C)N(CC)CC (triethylamine). Conditions: time 30 minute. Yields the product C(C1=CC=CC=C1)OC([C@H]1N(CCC1)C([C@@H](N[C@H](CCCCC1CCN(CC1)C(=O)OCC1=CC=CC=C1)C(=O)OCC)CCCCNC(=O)OCC1=CC=CC=C1)=O)=O (Nα -[1(R)-ethoxycarbonyl- 5-(1-benzyloxycarbonyl-4-piperidyl)pentyl]-Nε -benzyloxycarbonyl-L-lysyl-L-proline benzylester). As a reaction SMILES: [CH2:1]([O:8][C:9]([N:11]1[CH2:16][CH2:15][CH:14]([CH2:17][CH2:18][CH2:19][CH2:20][C:21](=O)[C:22]([O:24][CH2:25][CH3:26])=[O:23])[CH2:13][CH2:12]1)=[O:10])[C:2]1[CH:7]=[CH:6][CH:5]=[CH:4][CH:3]=1.[CH2:28]([O:35][C:36](=[O:61])[C@@H:37]1[CH2:41][CH2:40][CH2:39][N:38]1[C:42](=[O:60])[C@H:43]([CH2:45][CH2:46][CH2:47][CH2:48][NH:49][C:50]([O:52][CH2:53][C:54]1[CH:59]=[CH:58][CH:57]=[CH:56][CH:55]=1)=[O:51])[NH2:44])[C:29]1[CH:34]=[CH:33][CH:32]=[CH:31][CH:30]=1.FC(F)(F)C(O)=O.C([BH3-])#N.[Na+]>C(O)C.C(N(CC)CC)C>[CH2:28]([O:35][C:36](=[O:61])[C@@H:37]1[CH2:41][CH2:40][CH2:39][N:38]1[C:42](=[O:60])[C@H:43]([CH2:45][CH2:46][CH2:47][CH2:48][NH:49][C:50]([O:52][CH2:53][C:54]1[CH:55]=[CH:56][CH:57]=[CH:58][CH:59]=1)=[O:51])[NH:44][C@@H:21]([C:22]([O:24][CH2:25][CH3:26])=[O:23])[CH2:20][CH2:19][CH2:18][CH2:17][CH:14]1[CH2:15][CH2:16][N:11]([C:9]([O:8][CH2:1][C:2]2[CH:7]=[CH:6][CH:5]=[CH:4][CH:3]=2)=[O:10])[CH2:12][CH2:13]1)[C:29]1[CH:30]=[CH:31][CH:32]=[CH:33][CH:34]=1 |f:3.4|. Procedure details: A solution of ethyl 6-(1-benzyloxycarbonyl-4-piperidyl)-2-oxohexanoate [prepared according to Chem. Pharm. Bull, 34, 3747 (1986)] (7.4 g) and Nε -benzyloxycarbonyl-L-lysyl-L-proline benzylester.trifluoroacetic acid salt (4.6 g) in ethanol (40 ml) is adjusted to pH 5 with triethylamine. To this solution is added 2 g of molecular sieves, and the reaction mixture is stirred for 30 minutes. A solution of sodiumcyanoborohydride (1.4 g) in ethanol (40 ml) is dropped therein under stirring for 5 hours,...